Dataset: the Open Reaction Database (ORD), a public repository of structured organic reaction records. Task: describe an organic reaction: reactants, conditions, products, and yield The reactants are CC(=O)N1CC=C(c2cc(F)c(C(=O)O)cc2F)CC1, CC(=O)O. Product: CC(=O)N1CCC(c2cc(F)c(C(=O)O)cc2F)CC1. Reaction SMILES: [C:1]([CH3:2])(=[O:3])[N:4]1[CH2:5][CH2:6][C:7]([c:10]2[c:11]([F:20])[cH:12][c:13]([C:17](=[O:18])[OH:19])[c:14]([F:16])[cH:15]2)=[CH:8][CH2:9]1.[CH3:21][C:22](=[O:23])[OH:24]>>[C:1]([CH3:2])(=[O:3])[N:4]1[CH2:5][CH2:6][CH:7]([c:10]2[c:11]([F:20])[cH:12][c:13]([C:17](=[O:18])[OH:19])[c:14]([F:16])[cH:15]2)[CH2:8][CH2:9]1. The reactants are C1CCC2=NCCCN2CC1 (DBU), ClC=1C=C(COC2=CC=C(C=C2)[C@@H]2COC3=C(O2)C=CC(=C3)C=O)C=CC1Cl ((R)-2-[4-(3,4-Dichloro-benzyloxy)-phenyl]-2,3-dihydro-benzo[1,4]dioxine-6-carbaldehyde), CC(C)(C)OC(=O)NC(C(=O)OC)P(=O)(OC)OC (Boc-phosphonoglycine trimethyl ester). The solvent is C(Cl)Cl (DCM), C(Cl)Cl (DCM). Reaction conditions: time 14 hour. The product is COC(C(=CC1=CC2=C(O[C@@H](CO2)C2=CC=C(C=C2)OCC2=CC(=C(C=C2)Cl)Cl)C=C1)NC(=O)OC(C)(C)C)=O (2-tert-Butoxycarbonylamino-3-{(R)-2-[4-(3,4-dichloro-benzyloxy)-phenyl]-2,3-dihydro-benzo[1,4]dioxin-6-yl}-acrylic acid methyl ester). As a reaction SMILES: [Cl:1][C:2]1[CH:3]=[C:4]([CH:25]=[CH:26][C:27]=1[Cl:28])[CH2:5][O:6][C:7]1[CH:12]=[CH:11][C:10]([C@H:13]2[O:18][C:17]3[CH:19]=[CH:20][C:21]([CH:23]=O)=[CH:22][C:16]=3[O:15][CH2:14]2)=[CH:9][CH:8]=1.C1CCN2C(=NCCC2)CC1.[CH3:40][C:41]([O:44][C:45]([NH:47][CH:48](P(OC)(OC)=O)[C:49]([O:51][CH3:52])=[O:50])=[O:46])([CH3:43])[CH3:42]>C(Cl)Cl>[CH3:52][O:51][C:49](=[O:50])[C:48]([NH:47][C:45]([O:44][C:41]([CH3:40])([CH3:42])[CH3:43])=[O:46])=[CH:23][C:21]1[CH:20]=[CH:19][C:17]2[O:18][C@H:13]([C:10]3[CH:9]=[CH:8][C:7]([O:6][CH2:5][C:4]4[CH:25]=[CH:26][C:27]([Cl:28])=[C:2]([Cl:1])[CH:3]=4)=[CH:12][CH:11]=3)[CH2:14][O:15][C:16]=2[CH:22]=1. Procedure details: (R)-2-[4-(3,4-Dichloro-benzyloxy)-phenyl]-2,3-dihydro-benzo[1,4]dioxine-6-carbaldehyde (5.0 g) was dissolved in 25 mL dry DCM under nitrogen at rt and 3.6 mL DBU was added by syringe. 3.8 g of Boc-phosphonoglycine trimethyl ester in 10 mL dry DCM was added by syringe dropwise and the mixture stirred at rt for 14 hours. The residue was purified over silica (hexanes to 8:2 hexanes/EtOAc) 4.9 g desired product after drying under vacuum. 1H NMR (400 MHz, CDCl3): 7.54 (d, 1H), 7.46 (d, 1H), 7.35 (m, ... Starting materials: C(C)OC(=O)C=1OC2=C(C1)C(=CC=C2)N2CCN(CC2)C(=O)OC(C)(C)C (tert-Butyl 4-(2-(ethoxycarbonyl)benzofuran-4-yl)piperazine-1-carboxylate), [C-]#N.[Na+] (sodium cyanide), CN (methyl amine). Product: CNC(=O)C=1OC2=C(C1)C(=CC=C2)N2CCN(CC2)C(=O)OC(C)(C)C (tert-Butyl 4-(2-(methylcarbamoyl)benzofuran-4-yl)piperazine-1-carboxylate). Reaction SMILES: C([O:3][C:4]([C:6]1[O:7][C:8]2[CH:14]=[CH:13][CH:12]=[C:11]([N:15]3[CH2:20][CH2:19][N:18]([C:21]([O:23][C:24]([CH3:27])([CH3:26])[CH3:25])=[O:22])[CH2:17][CH2:16]3)[C:9]=2[CH:10]=1)=O)C.[C-:28]#[N:29].[Na+].CN>>[CH3:28][NH:29][C:4]([C:6]1[O:7][C:8]2[CH:14]=[CH:13][CH:12]=[C:11]([N:15]3[CH2:20][CH2:19][N:18]([C:21]([O:23][C:24]([CH3:26])([CH3:27])[CH3:25])=[O:22])[CH2:17][CH2:16]3)[C:9]=2[CH:10]=1)=[O:3] |f:1.2|. Procedure details: tert-Butyl 4-(2-(ethoxycarbonyl)benzofuran-4-yl)piperazine-1-carboxylate (6.17 g, 16.5 mmol) and sodium cyanide (0.081 g, 1.6 mmol) were stirred overnight at rt in methyl amine (8 M in ethanol) (62 mL, 490 mmol). The solvent was removed by rotary evaporation, the residue was dissolved in dichloromethane and transferred to a separatory funnel. The mixture was washed with 2 M sodium hydroxide and water. The organic phase was separated, dried over potassium carbonate, filtered and the solvent was r... The reactants are C(C1=CC=CC=C1)OC1=C(N(C(=CC1=O)CNS(=O)(=O)C1=C(C=CC=C1)Cl)C)C(=O)O (3-Benzyloxy-6-[(2-chloro-benzenesulfonylamino)-methyl]-1-methyl-4-oxo-1,4-dihydro-pyridine-2-carboxylic acid), CNC(=O)C=1N(C(=CC(C1OCC1=CC=CC=C1)=O)C(N)S(=O)(=O)C1=CC=CC=C1)C (6-(benzene sulfonyl amino-methyl)-3-benzyloxy-1-methyl-4-oxo-1,4-dihydro-pyridine-2-carboxylic acid methyl amide). The product is CNC(=O)C=1N(C(=CC(C1OCC1=CC=CC=C1)=O)CNS(=O)(=O)C1=C(C=CC=C1)Cl)C (3-Benzyloxy-6-[(2-chloro-benzenesulfonylamino)-methyl]-1-methyl-4-oxo-1,4-dihydro-pyridine-2-carboxylic acid methylamide). Isolated yield 58.2%. RXN SMILES: [CH2:1]([O:8][C:9]1[C:14](=[O:15])[CH:13]=[C:12]([CH2:16][NH:17][S:18]([C:21]2[CH:26]=[CH:25][CH:24]=[CH:23][C:22]=2[Cl:27])(=[O:20])=[O:19])[N:11]([CH3:28])[C:10]=1[C:29]([OH:31])=O)[C:2]1[CH:7]=[CH:6][CH:5]=[CH:4][CH:3]=1.[CH3:32][NH:33]C(C1N(C)C(C(S(C2C=CC=CC=2)(=O)=O)N)=CC(=O)C=1OCC1C=CC=CC=1)=O>>[CH3:32][NH:33][C:29]([C:10]1[N:11]([CH3:28])[C:12]([CH2:16][NH:17][S:18]([C:21]2[CH:26]=[CH:25][CH:24]=[CH:23][C:22]=2[Cl:27])(=[O:19])=[O:20])=[CH:13][C:14](=[O:15])[C:9]=1[O:8][CH2:1][C:2]1[CH:3]=[CH:4][CH:5]=[CH:6][CH:7]=1)=[O:31]. Reported procedure: 3-Benzyloxy-6-[(2-chloro-benzenesulfonylamino)-methyl]-1-methyl-4-oxo-1,4-dihydro-pyridine-2-carboxylic acid methylamide (15-03) (210.0 mg, 58.24%) was synthesized as a brown solid from 3-benzyloxy-6-[(2-chloro-benzenesulfonylamino)-methyl]-1-methyl-4-oxo-1,4-dihydro-pyridine-2-carboxylic acid (13-03) (350.0 mg, 0.758 mmol) following the procedure described for 6-(benzenesulfonylamino-methyl)-3-benzyoxy-1-methyl-4-oxo-1,4-dihydro-pyridine-2-carboxylic acid methylamide (15-01). Starting materials: FC=1C=CC(=C(C1)C=1[N+](=CC2=CC(=NC=C2C1)NC(=O)C1CC1)[O-])C (3-(5-fluoro-2-methylphenyl)-7-(cyclopropanecarboxamido)-2,6-naphthyridine 2-oxide), C(C)(C)N(C(C)C)CC (N,N-diisopropylethylamine), C[Si](C)(C)C#N (trimethylsilyl cyanide). Run in C(C)(=O)OCC (ethyl acetate), C(C)#N (acetonitrile). Run at temperature 100 celsius. Product: C(#N)C1=C2C=C(N=CC2=CC(=N1)C1=C(C=CC(=C1)F)C)NC(=O)C1CC1 (N-(5-cyano-7-(5-fluoro-2-methylphenyl)-2,6-naphthyridin-3-yl)cyclopropanecarboxamide). Isolated yield 28.9%. RXN SMILES: [F:1][C:2]1[CH:3]=[CH:4][C:5]([CH3:25])=[C:6]([C:8]2[N+:9]([O-])=[CH:10][C:11]3[C:16]([CH:17]=2)=[CH:15][N:14]=[C:13]([NH:18][C:19]([CH:21]2[CH2:23][CH2:22]2)=[O:20])[CH:12]=3)[CH:7]=1.[CH:26]([N:29](CC)C(C)C)(C)C.C[Si](C#N)(C)C>C(#N)C.C(OCC)(=O)C>[C:26]([C:10]1[N:9]=[C:8]([C:6]2[CH:7]=[C:2]([F:1])[CH:3]=[CH:4][C:5]=2[CH3:25])[CH:17]=[C:16]2[C:11]=1[CH:12]=[C:13]([NH:18][C:19]([CH:21]1[CH2:23][CH2:22]1)=[O:20])[N:14]=[CH:15]2)#[N:29]. Procedure details: To a slurry of 3-(5-fluoro-2-methylphenyl)-7-(cyclopropanecarboxamido)-2,6-naphthyridine 2-oxide (50 mg, 0.1 mmol) in acetonitrile (0.4 mL) was added N,N-diisopropylethylamine (0.05 mL, 0.3 mmol), followed by trimethylsilyl cyanide (0.06 mL, 0.44 mmol). The mixture was heated at 100° C. for 2 hours. The cooled reaction mixture was diluted with ethyl acetate (50 mL) and washed with water (20 mL). The organic layer was separated, dried over sodium sulfate, filtered, and evaporated in vacuo to affo... Reactants: COc1cccc(C=O)c1, CCO, CC(=O)c1c(OCC=C(C)C)ccc2c(=O)c3ccccc3oc12, [K+], [OH-], O. Yields the product COc1cccc(C=CC(=O)c2c(OCC=C(C)C)ccc3c(=O)c4ccccc4oc23)c1. RXN SMILES: [CH3:27][O:28][c:29]1[cH:30][c:31]([CH:32]=[O:33])[cH:34][cH:35][cH:36]1.[CH3:37][CH2:38][OH:39].[CH3:3][C:4](=[CH:5][CH2:6][O:7][c:8]1[cH:9][cH:10][c:11]2[c:12](=[O:25])[c:13]3[cH:14][cH:15][cH:16][cH:17][c:18]3[o:19][c:20]2[c:21]1[C:22]([CH3:23])=[O:24])[CH3:26].[K+:2].[OH-:1].[OH2:40]>>[CH3:3][C:4](=[CH:5][CH2:6][O:7][c:8]1[cH:9][cH:10][c:11]2[c:12](=[O:25])[c:13]3[cH:14][cH:15][cH:16][cH:17][c:18]3[o:19][c:20]2[c:21]1[C:22]([CH:23]=[CH:32][c:31]1[cH:30][c:29]([O:28][CH3:27])[cH:36][cH:35][cH:34]1)=[O:24])[CH3:26]. Starting materials: ice, Cl.COC([C@@H](N)C(C)C)=O (L-valine methyl ester hydrochloride), N1=CC=CC=C1 (pyridine), C(=O)(Cl)Cl (phosgene), C1(=CC=CC=C1)C (PhMe). Run in C(Cl)Cl (DCM). The product is O=C=N[C@@H](C(C)C)C(=O)OC (Methyl N-(oxomethylene)-L-valinate). Reaction SMILES: Cl.[CH3:2][O:3][C:4](=[O:10])[C@H:5]([CH:7]([CH3:9])[CH3:8])[NH2:6].N1C=CC=CC=1.[C:17](Cl)(Cl)=[O:18].C1(C)C=CC=CC=1>C(Cl)Cl>[O:18]=[C:17]=[N:6][C@H:5]([C:4]([O:3][CH3:2])=[O:10])[CH:7]([CH3:9])[CH3:8] |f:0.1|. Procedure: A mixture of L-valine methyl ester hydrochloride (10.0 g, 59.9 mmol), DCM (300 mL), and pyridine (19.3 mL, 240 mmol) was cooled in an ice/salt bath and a solution of 20% phosgene in PhMe (35.6 mL, 719 mmol) added dropwise, maintaining the reaction temperature below 5° C. during the addition. A white suspension resulted and after 1.5 hours, the reaction mixture was poured into ice-cold 1M HCl and extracted with DCM (2×500 mL). The combined organic phases were washed with brine, dried over anhydro...